Dataset: the Open Reaction Database (ORD), a public repository of structured organic reaction records. Task: describe an organic reaction: reactants, conditions, products, and yield The reactants are C(CCC)C=1N(C2=C(C=NC=3C=CC=CC23)N1)CCCC(=O)C1=CC=CC=C1 (4-(2-butyl-1H-imidazo[4,5-c]quinolin-1-yl)-1-phenylbutan-1-one), ClC=1C=C(C(=O)OO)C=CC1 (3-chloroperoxybenzoic acid), C1=CC(=CC(=C1)Cl)C(=O)OO (m-CPBA). Solvent: C(Cl)(Cl)Cl (chloroform), C(Cl)(Cl)Cl (chloroform). Conditions: time 1 hour. Yields the product C(CCC)C=1N(C2=C(C=[N+](C=3C=CC=CC23)[O-])N1)CCCC(=O)C1=CC=CC=C1 (4-(2-butyl-5-oxido-1H-imidazo[4,5-c]quinolin-1-yl)-1-phenylbutan-1-one). RXN SMILES: [CH2:1]([C:5]1[N:6]([CH2:18][CH2:19][CH2:20][C:21]([C:23]2[CH:28]=[CH:27][CH:26]=[CH:25][CH:24]=2)=[O:22])[C:7]2[C:16]3[CH:15]=[CH:14][CH:13]=[CH:12][C:11]=3[N:10]=[CH:9][C:8]=2[N:17]=1)[CH2:2][CH2:3][CH3:4].ClC1C=C(C=CC=1)C(OO)=[O:34]>C(Cl)(Cl)Cl>[CH2:1]([C:5]1[N:6]([CH2:18][CH2:19][CH2:20][C:21]([C:23]2[CH:24]=[CH:25][CH:26]=[CH:27][CH:28]=2)=[O:22])[C:7]2[C:16]3[CH:15]=[CH:14][CH:13]=[CH:12][C:11]=3[N+:10]([O-:34])=[CH:9][C:8]=2[N:17]=1)[CH2:2][CH2:3][CH3:4]. Reported procedure: To a stirred solution of 4-(2-butyl-1H-imidazo[4,5-c]quinolin-1-yl)-1-phenylbutan-1-one (4.15 g, 11.2 mmol) in chloroform (56 mL) was added 3-chloroperoxybenzoic acid (m-CPBA, approximately 77% purity, 2.75 g, 12.3 mmol) portionwise over a several minute period. After 1 hour, the reaction was not complete as judged by TLC, so an additional charge of m-CPBA (1.0 g) was added. After stirring for 30 minutes, the mixture was diluted with chloroform (200 mL), washed successively with a saturated aque...